Dataset: the Open Reaction Database (ORD), a public repository of structured organic reaction records. Task: describe an organic reaction: reactants, conditions, products, and yield Reactants: C#CCC(CC#C)(C(=O)O)S(=O)(=O)c1ccc(OC)cc1, Cl, NO. The product is C#CCC(CC#C)(C(=O)NO)S(=O)(=O)c1ccc(OC)cc1. RXN SMILES: [CH3:1][O:2][c:3]1[cH:4][cH:5][c:6]([S:9](=[O:10])(=[O:11])[C:12]([C:13](=[O:14])[OH:15])([CH2:16][C:17]#[CH:18])[CH2:19][C:20]#[CH:21])[cH:7][cH:8]1.[ClH:22].[NH2:23][OH:24]>>[CH3:1][O:2][c:3]1[cH:4][cH:5][c:6]([S:9](=[O:10])(=[O:11])[C:12]([C:13](=[O:14])[NH:23][OH:24])([CH2:16][C:17]#[CH:18])[CH2:19][C:20]#[CH:21])[cH:7][cH:8]1.